Dataset: the Open Reaction Database (ORD), a public repository of structured organic reaction records. Task: describe an organic reaction: reactants, conditions, products, and yield Reactants: COC(=O)C=1N=CC(=NC1)N1[C@@H](CN(CC1)C=1N=NC(=C(C1C)C)C1=CC=C(C=C1)C(F)(F)F)C ((R)-4-[6-(4-trifluoromethyl-phenyl)-4,5-dimethyl-pyridazin-3-yl]-2-methyl-3,4,5,6-tetrahydro-2H-[1,2′]bipyrazinyl-5′-carboxylic acid methyl ester), [Li+].[OH-] (LiOH). Solvent: CO (methanol). Run at time 8 hour. Yields the product FC(C1=CC=C(C=C1)C1=C(C(=C(N=N1)N1C[C@H](N(CC1)C1=NC=C(N=C1)C(=O)O)C)C)C)(F)F ((R)-4-[6-(4-trifluoromethyl-phenyl)-4,5-dimethyl-pyridazin-3-yl]-2-methyl-3,4,5,6-tetrahydro-2H-[1,2′]bipyrazinyl-5′-carboxylic acid). Isolated yield 99.8%. Reaction SMILES: C[O:2][C:3]([C:5]1[N:6]=[CH:7][C:8]([N:11]2[CH2:16][CH2:15][N:14]([C:17]3[N:18]=[N:19][C:20]([C:25]4[CH:30]=[CH:29][C:28]([C:31]([F:34])([F:33])[F:32])=[CH:27][CH:26]=4)=[C:21]([CH3:24])[C:22]=3[CH3:23])[CH2:13][C@H:12]2[CH3:35])=[N:9][CH:10]=1)=[O:4].[Li+].[OH-]>CO>[F:34][C:31]([F:32])([F:33])[C:28]1[CH:27]=[CH:26][C:25]([C:20]2[N:19]=[N:18][C:17]([N:14]3[CH2:15][CH2:16][N:11]([C:8]4[CH:7]=[N:6][C:5]([C:3]([OH:4])=[O:2])=[CH:10][N:9]=4)[C@H:12]([CH3:35])[CH2:13]3)=[C:22]([CH3:23])[C:21]=2[CH3:24])=[CH:30][CH:29]=1 |f:1.2|. Reported procedure: To a solution of example 7 (0.26 g, 0.53 mmol) and methanol (10 mL) is added 50% aqueous LiOH aqueous (10 mL). The mixture is stirred at room temperature overnight. Solvent is removed. The residue is dissolved in water and acidified with 3N HCl to pH about 7 and extracted with ethyl acetate. The ethyl acetate layer is concentrated to afford the title compound (0.25 g, 98%) as a yellow solid. Starting materials: CN1CCC(CC1)C1=C2N(C=3C=CC(=CC13)O)CCC2 (9-(1-methylpiperidin-4-yl)-2,3-dihydro-1H-pyrrolo[1,2-a]indol-7-ol), [OH-].[Na+] (NaOH), C1(=CC=CC=C1)S(=O)(=O)Cl (benzenesulfonyl chloride). The solvent is C1CCOC1 (THF). Yields the product Cl.CN1CCC(CC1)C1=C2N(C=3C=CC(=CC13)OS(=O)(=O)C1=CC=CC=C1)CCC2 (Benzenesulfonic Acid 9-(1-methylpiperidin-4-yl)-2,3-dihydro-1H-pyrrolo[1,2-a]indol-7-yl Ester Hydrochloride). Reaction SMILES: [CH3:1][N:2]1[CH2:7][CH2:6][CH:5]([C:8]2[C:16]3[CH:15]=[C:14]([OH:17])[CH:13]=[CH:12][C:11]=3[N:10]3[CH2:18][CH2:19][CH2:20][C:9]=23)[CH2:4][CH2:3]1.[OH-].[Na+].[C:23]1([S:29]([Cl:32])(=[O:31])=[O:30])[CH:28]=[CH:27][CH:26]=[CH:25][CH:24]=1>C1COCC1>[ClH:32].[CH3:1][N:2]1[CH2:7][CH2:6][CH:5]([C:8]2[C:16]3[CH:15]=[C:14]([O:17][S:29]([C:23]4[CH:28]=[CH:27][CH:26]=[CH:25][CH:24]=4)(=[O:31])=[O:30])[CH:13]=[CH:12][C:11]=3[N:10]3[CH2:18][CH2:19][CH2:20][C:9]=23)[CH2:4][CH2:3]1 |f:1.2,5.6|. Reported procedure: By a method similar to Example 31, using 9-(1-methylpiperidin-4-yl)-2,3-dihydro-1H-pyrrolo[1,2-a]indol-7-ol (135 mg, 0.5 mmol), NaOH (3.25 mL, 0.65 mmol, 0.2 N), benzenesulfonyl chloride (99 mg, 0.564 mmol), and THF (1.5 mL) gave a crude residue which was purified by PCTLC (silica gel GF rotor; 95:5 CHCl3:2M NH3 in MeOH) and the hydrochloride was formed in EtOAc affording 196 mg (88%) of the title compound as an off-white powder: mp=202-204° C.; MS (ES+): m/e 411.0 (M+1); Calculated for C23H26N2... Reactants: O=[Mn]=O, CC1(C)C(=O)Nc2ccccc2C1O. The product is CC1(C)C(=O)Nc2ccccc2C1=O. RXN SMILES: [O:15]=[Mn:16]=[O:17].[OH:1][CH:2]1[C:3]([CH3:13])([CH3:14])[C:4](=[O:12])[NH:5][c:6]2[cH:7][cH:8][cH:9][cH:10][c:11]21>>[O:1]=[C:2]1[C:3]([CH3:13])([CH3:14])[C:4](=[O:12])[NH:5][c:6]2[cH:7][cH:8][cH:9][cH:10][c:11]21. Reaction SMILES: [CH3:1][S:2]([C:5]1[CH:10]=[CH:9][C:8]([OH:11])=[CH:7][CH:6]=1)(=[O:4])=[O:3].Cl[C:13]1[N:18]=[CH:17][N:16]=[C:15]2[N:19]([CH:22]3[CH2:27][CH2:26][N:25]([C:28]4[O:32][N:31]=[C:30]([CH:33]([CH3:35])[CH3:34])[N:29]=4)[CH2:24][CH2:23]3)[N:20]=[CH:21][C:14]=12.C(=O)([O-])[O-].[K+].[K+]>CN(C=O)C>[CH3:1][S:2]([C:5]1[CH:10]=[CH:9][C:8]([O:11][C:21]2[C:14]3[C:15](=[N:16][CH:17]=[N:18][CH:13]=3)[N:19]([CH:22]3[CH2:23][CH2:24][N:25]([C:28]4[O:32][N:31]=[C:30]([CH:33]([CH3:35])[CH3:34])[N:29]=4)[CH2:26][CH2:27]3)[N:20]=2)=[CH:7][CH:6]=1)(=[O:3])=[O:4] |f:2.3.4|. The yield is 75.2%. Product: CS(=O)(=O)C1=CC=C(OC2=NN(C3=NC=NC=C32)C3CCN(CC3)C3=NC(=NO3)C(C)C)C=C1 (4-methanesulfonyl-phenoxy-1-[1-(3-isopropyl-[1,2,4]oxadiazol-5-yl)-piperidin-4-yl]-1H-pyrazolo[3,4-d]pyrimidine). Reaction conditions: temperature 180 celsius. The reactants are CS(=O)(=O)C1=CC=C(C=C1)O (4-methanesulfonyl-phenol), ClC1=C2C(=NC=N1)N(N=C2)C2CCN(CC2)C2=NC(=NO2)C(C)C (4-chloro-1-[1-(3-isopropyl-[1,2,4]oxadiazol-5-yl)-piperidin-4-yl]-1H-pyrazolo[3,4-d]pyrimidine), ClC1=C2C(=NC=N1)N(N=C2)C2CCN(CC2)C2=NC(=NO2)C(C)C (4-chloro-1-[1-(3-isopropyl-[1,2,4]oxadiazol-5-yl)-piperidin-4-yl]-1H-pyrazolo[3,4-d]pyrimidine), C([O-])([O-])=O.[K+].[K+] (potassium carbonate). The solvent is CN(C)C=O (DMF). Procedure details: A mixture of 4-methanesulfonyl-phenol (available from Acros Organics, Geel, Belgium; 24 mg, 0.14 mmol), 4-chloro-1-[1-(3-isopropyl-[1,2,4]oxadiazol-5-yl)-piperidin-4-yl]-1H-pyrazolo[3,4-d]pyrimidine (Intermediate 22; 40 mg, 0.11 mmol) and potassium carbonate (19 mg, 0.14 mmol) in anhydrous DMF (2 mL) was heated in a Biotage Optimizer microwave at 180° C. for 10 min. The mixture was cooled and filtered through Celite, concentrated and held under vacuum. The residue was purified by flash column ch...